This data is from the Open Reaction Database (ORD), a public repository of structured organic reaction records. The task is: describe an organic reaction: reactants, conditions, products, and yield Product: ClC=1C=C(C(=NC1)OC)C(O)\C=C\C1=CC=C(C=C1)Cl ((E)-5-chloro-α-[2-(4-chlorophenyl)ethenyl]-2-methoxy-3-pyridinemethanol). Run in CCOCC (ether), CCOCC (ether). RXN SMILES: Br[C:2]1[C:3]([O:9][CH3:10])=[N:4][CH:5]=[C:6]([Cl:8])[CH:7]=1.C([Li])CCC.CCCCCC.[Cl:22][C:23]1[CH:32]=[CH:31][C:26]([CH:27]=[CH:28][CH:29]=[O:30])=[CH:25][CH:24]=1.C(=O)(O)[O-].[Na+]>CCOCC>[Cl:8][C:6]1[CH:7]=[C:2]([CH:29](/[CH:28]=[CH:27]/[C:26]2[CH:25]=[CH:24][C:23]([Cl:22])=[CH:32][CH:31]=2)[OH:30])[C:3]([O:9][CH3:10])=[N:4][CH:5]=1 |f:1.2,4.5|. The reactants are ClC1=CC=C(C=CC=O)C=C1 (4-chlorocinnamaldehyde), C([O-])(O)=O.[Na+] (sodium bicarbonate), BrC=1C(=NC=C(C1)Cl)OC (3-bromo-5-chloro-2-methoxypyridine), C(CCC)[Li].CCCCCC (n-butyllithium hexane). Conditions: time 15 minute. Procedure details: A solution of 4.0 g of 3-bromo-5-chloro-2-methoxypyridine in 75 ml of anhydrous ether was cooled to -70° C. under nitrogen. The resulting slurry was stirred rapidly and there was added 12.0 ml of 1.65M n-butyllithium/hexane dropwise over a period of about 5 minutes while keeping the temperature below -70° C. The reaction mixture became homogeneous and, after 15 minutes, a solution of 3.0 g of 4-chlorocinnamaldehyde in 35 ml of ether was added dropwise while keeping the temperature below -60° C. ...